This data is from the Open Reaction Database (ORD), a public repository of structured organic reaction records. The task is: describe an organic reaction: reactants, conditions, products, and yield Starting materials: C(#N)C1(CC1)NC(=O)[C@H]1[C@@H](CCCC1)C(=O)N1CC2=C(N(C=3C=CC=CC23)CC(=O)OC)CC1 ((1R,2R)-N-(1-cyanocyclopropyl)-2-[(5-methoxycarbonylmethyl-1,3,4,5-tetrahydro-2H-pyrido[4,3-b]indol-2-yl)carbonyl]cyclohexanecarboxamide), [I-].[Li+] (lithium iodide). Solvent: N1=CC=CC=C1 (pyridine). Run at temperature 150 celsius. Yields the product C(#N)C1(CC1)NC(=O)[C@H]1[C@@H](CCCC1)C(=O)N1CC2=C(N(C=3C=CC=CC23)CC(=O)O)CC1 ((1R,2R)-N-(1-cyanocyclopropyl)-2-[(5-hydroxycarbonylmethyl-1,3,4,5-tetrahydro-2H-pyrido[4,3-b]indol-2-yl)carbonyl]cyclohexanecarboxamide). RXN SMILES: [C:1]([C:3]1([NH:6][C:7]([C@@H:9]2[CH2:14][CH2:13][CH2:12][CH2:11][C@H:10]2[C:15]([N:17]2[CH2:34][CH2:33][C:20]3[N:21]([CH2:28][C:29]([O:31]C)=[O:30])[C:22]4[CH:23]=[CH:24][CH:25]=[CH:26][C:27]=4[C:19]=3[CH2:18]2)=[O:16])=[O:8])[CH2:5][CH2:4]1)#[N:2].[I-].[Li+]>N1C=CC=CC=1>[C:1]([C:3]1([NH:6][C:7]([C@@H:9]2[CH2:14][CH2:13][CH2:12][CH2:11][C@H:10]2[C:15]([N:17]2[CH2:34][CH2:33][C:20]3[N:21]([CH2:28][C:29]([OH:31])=[O:30])[C:22]4[CH:23]=[CH:24][CH:25]=[CH:26][C:27]=4[C:19]=3[CH2:18]2)=[O:16])=[O:8])[CH2:4][CH2:5]1)#[N:2] |f:1.2|. Reported procedure: (1R,2R)-N-(1-cyanocyclopropyl)-2-[(5-methoxycarbonylmethyl-1,3,4,5-tetrahydro-2H-pyrido[4,3-b]indol-2-yl)carbonyl]cyclohexanecarboxamide (150 mg, 0.32 mmol) and lithium iodide (520 mg, 3.89 mmol) were suspended in pyridine (5 mL) in a capped microwave vessel. This was heated in a microwave at 150° C. for one hour (absorbance: N). Pyridine was removed in vacuo and the residue azeotroped once with toluene. It was taken up in 50% brine (20 mL), acidified with acetic acid and partitioned with ethyl ... Starting materials: [Si](C1=CC=CC=C1)(C1=CC=CC=C1)(C(C)(C)C)OC1=CC=C(OC[C@H](CNCCC2=CC=C(C=C2)N2C(=NC=3C2=NC=CC3)CCC3=CC=C(C=C3)NC(=O)NCCCCCC)O)C=C1 (N-[4-(2-{3-[4-(2-{[(2S)-3-(4-{[tert-Butyl(diphenyl)silyl]oxy}phenoxy)-2-hydroxypropyl]amino}ethyl)phenyl]-3H-imidazo[4,5-b]pyridin-2-yl}ethyl)phenyl]-N′-hexylurea). Solvent: C(Cl)(Cl)Cl.CO (chloroform methanol). The product is C(CCCCC)NC(=O)NC1=CC=C(C=C1)CCC1=NC=2C(=NC=CC2)N1C1=CC=C(C=C1)CCNC[C@@H](COC1=CC=C(C=C1)O)O (1-Hexyl-3-(4-{2-[3-(4-{2-[(2S)-2-hydroxy-3-(4-hydroxy-phenoxy)-propylamino]-ethyl}-phenyl)-3H-imidazo[4,5-b]pyridin-2-yl]-ethyl}-phenyl)-urea). Yield: 89.5%. Reaction SMILES: [Si]([O:18][C:19]1[CH:65]=[CH:64][C:22]([O:23][CH2:24][C@@H:25]([OH:63])[CH2:26][NH:27][CH2:28][CH2:29][C:30]2[CH:35]=[CH:34][C:33]([N:36]3[C:40]4=[N:41][CH:42]=[CH:43][CH:44]=[C:39]4[N:38]=[C:37]3[CH2:45][CH2:46][C:47]3[CH:52]=[CH:51][C:50]([NH:53][C:54]([NH:56][CH2:57][CH2:58][CH2:59][CH2:60][CH2:61][CH3:62])=[O:55])=[CH:49][CH:48]=3)=[CH:32][CH:31]=2)=[CH:21][CH:20]=1)(C(C)(C)C)(C1C=CC=CC=1)C1C=CC=CC=1>C(Cl)(Cl)Cl.CO>[CH2:57]([NH:56][C:54]([NH:53][C:50]1[CH:51]=[CH:52][C:47]([CH2:46][CH2:45][C:37]2[N:36]([C:33]3[CH:34]=[CH:35][C:30]([CH2:29][CH2:28][NH:27][CH2:26][C@H:25]([OH:63])[CH2:24][O:23][C:22]4[CH:21]=[CH:20][C:19]([OH:18])=[CH:65][CH:64]=4)=[CH:31][CH:32]=3)[C:40]3=[N:41][CH:42]=[CH:43][CH:44]=[C:39]3[N:38]=2)=[CH:48][CH:49]=1)=[O:55])[CH2:58][CH2:59][CH2:60][CH2:61][CH3:62] |f:1.2|. Procedure details: N-[4-(2-{3-[4-(2-{[(2S)-3-(4-{[tert-Butyl(diphenyl)silyl]oxy}phenoxy)-2-hydroxypropyl]amino}ethyl)phenyl]-3H-imidazo[4,5-b]pyridin-2-yl}ethyl)phenyl]-N′-hexylurea (0.195 g, 0.220 mmol) was reacted according to Procedure H (eluant: 10:1 going to 5:1 chloroform-methanol containing 1% ammonium hydroxide) to give the title compound (0.128 g, 0.197 mmol). Solvent: CC#N (CH3CN), O (H2O). Run at temperature 78 celsius, time 4 hour. The reactants are OS(=O)(=O)O (H2SO4), C(C)(C)(C)NC1=C(C(=NC(=C1)C(OCC)OCC)C1=CC=C(C=C1)Cl)F (N-tert-butyl-2-(4-chlorophenyl)-6-(diethoxymethyl)-3-fluoropyridin-4-amine). Yields the product C(C)(C)(C)NC1=CC(=NC(=C1F)C1=CC=C(C=C1)Cl)C=O (4-(tert-Butylamino)-6-(4-chlorophenyl)-5-fluoropyridine-2-carbaldehyde), aldehyde, C(C)(C)(C)N (t-butylamine). As a reaction SMILES: [C:1]([NH:5][C:6]1[CH:11]=[C:10]([CH:12](OCC)[O:13]CC)[N:9]=[C:8]([C:19]2[CH:24]=[CH:23][C:22]([Cl:25])=[CH:21][CH:20]=2)[C:7]=1[F:26])([CH3:4])([CH3:3])[CH3:2].OS(O)(=O)=O>CC#N.O>[C:1]([NH:5][C:6]1[C:7]([F:26])=[C:8]([C:19]2[CH:24]=[CH:23][C:22]([Cl:25])=[CH:21][CH:20]=2)[N:9]=[C:10]([CH:12]=[O:13])[CH:11]=1)([CH3:4])([CH3:2])[CH3:3].[C:1]([NH2:5])([CH3:4])([CH3:3])[CH3:2]. Reported procedure: A mixture of the N-tert-butyl-2-(4-chlorophenyl)-6-(diethoxymethyl)-3-fluoropyridin-4-amine (130 mg, 0.34 mmol) in CH3CN (1 mL) and H2O (1 mL) was treated with 1 M H2SO4 (0.5 mL) resulting in a light yellow solution. The reaction flask was placed in an oil bath and heated to 78° C. After 4 h, an aliquot of the reaction mixture was partitioned between EtOAc and 10% NaHCO3 and analyzed by HPLC. HPLC analysis showed that all of the starting material had been consumed and only a trace of the desired... Starting materials: CC(C)(C)C(=O)Cl, CC(C)c1c(C(=O)NCc2ccc(F)c(F)c2)c2ccc(O)cc2n1Cc1ccccc1, c1ccncc1. Yields the product CC(C)c1c(C(=O)NCc2ccc(F)c(F)c2)c2ccc(OC(=O)C(C)(C)C)cc2n1Cc1ccccc1. Reaction SMILES: [C:33]([C:34]([CH3:35])([CH3:36])[CH3:37])(=[O:38])[Cl:39].[CH2:1]([c:2]1[cH:3][cH:4][cH:5][cH:6][cH:7]1)[n:8]1[c:9]([CH:30]([CH3:31])[CH3:32])[c:10]([C:18](=[O:19])[NH:20][CH2:21][c:22]2[cH:23][c:24]([F:29])[c:25]([F:28])[cH:26][cH:27]2)[c:11]2[cH:12][cH:13][c:14]([OH:17])[cH:15][c:16]12.[cH:40]1[cH:41][cH:42][n:43][cH:44][cH:45]1>>[CH2:1]([c:2]1[cH:3][cH:4][cH:5][cH:6][cH:7]1)[n:8]1[c:9]([CH:30]([CH3:31])[CH3:32])[c:10]([C:18](=[O:19])[NH:20][CH2:21][c:22]2[cH:23][c:24]([F:29])[c:25]([F:28])[cH:26][cH:27]2)[c:11]2[cH:12][cH:13][c:14]([O:17][C:33]([C:34]([CH3:35])([CH3:36])[CH3:37])=[O:38])[cH:15][c:16]12. Yields the product O=C1CC2(CCCC2)CC(=O)N1C(CN1CCN(c2cc(F)c(F)cc2F)CC1)c1ccccc1. The reactants are O=C1CC2(CCCC2)CC(=O)N1C(CCl)c1ccccc1, Fc1cc(F)c(N2CCNCC2)cc1F. Reaction SMILES: [Cl:16][CH2:17][CH:18]([c:19]1[cH:20][cH:21][cH:22][cH:23][cH:24]1)[N:25]1[C:26](=[O:36])[CH2:27][C:28]2([CH2:29][CH2:30][CH2:31][CH2:32]2)[CH2:33][C:34]1=[O:35].[F:1][c:2]1[c:3]([N:10]2[CH2:11][CH2:12][NH:13][CH2:14][CH2:15]2)[cH:4][c:5]([F:9])[c:6]([F:8])[cH:7]1>>[F:1][c:2]1[c:3]([N:10]2[CH2:11][CH2:12][N:13]([CH2:17][CH:18]([c:19]3[cH:20][cH:21][cH:22][cH:23][cH:24]3)[N:25]3[C:26](=[O:36])[CH2:27][C:28]4([CH2:29][CH2:30][CH2:31][CH2:32]4)[CH2:33][C:34]3=[O:35])[CH2:14][CH2:15]2)[cH:4][c:5]([F:9])[c:6]([F:8])[cH:7]1.